describe an organic reaction: reactants, conditions, products, and yield From a dataset of the Open Reaction Database (ORD), a public repository of structured organic reaction records. Starting materials: ClC1=C(C(=CC(=C1)C(=C)C(F)(F)F)Cl)F (1,3-dichloro-2-fluoro-5-(1-trifluoromethyl-vinyl)-benzene), C(C1=CC=CC=C1)N(C[Si](C)(C)C)COC (benzyl-methoxymethyl-trimethylsilanylmethyl-amine), C(=O)(C(F)(F)F)O (TFA). Solvent: C(Cl)Cl (DCM). Conditions: temperature 0 celsius, time 5 hour. The product is C(C1=CC=CC=C1)N1CC(CC1)(C(F)(F)F)C1=CC(=C(C(=C1)Cl)F)Cl (1-benzyl-3-(3,5-dichloro-4-fluoro-phenyl)-3-trifluoromethyl-pyrrolidine). Yield: 40.3%. Reaction SMILES: [Cl:1][C:2]1[CH:7]=[C:6]([C:8]([C:10]([F:13])([F:12])[F:11])=[CH2:9])[CH:5]=[C:4]([Cl:14])[C:3]=1[F:15].[CH2:16]([N:23]([CH2:29]OC)[CH2:24][Si](C)(C)C)[C:17]1[CH:22]=[CH:21][CH:20]=[CH:19][CH:18]=1.C(O)(C(F)(F)F)=O>C(Cl)Cl>[CH2:16]([N:23]1[CH2:29][CH2:9][C:8]([C:6]2[CH:5]=[C:4]([Cl:14])[C:3]([F:15])=[C:2]([Cl:1])[CH:7]=2)([C:10]([F:13])([F:12])[F:11])[CH2:24]1)[C:17]1[CH:22]=[CH:21][CH:20]=[CH:19][CH:18]=1. Procedure: To a stirred solution of 1,3-dichloro-2-fluoro-5-(1-trifluoromethyl-vinyl)-benzene (10 g, 38.61 mmol) in DCM (150 mL) was added benzyl-methoxymethyl-trimethylsilanylmethyl-amine (36.6 g, 154.44 mmol) at room temperature and reaction mixture was cooled to 0° C. followed by slow addition of TFA (0.29 mL, 3.861 mmol). Resulting reaction mixture was stirred at room temperature for 5 hours. After complete consumption of starting material, the reaction mixture was quenched with aqueous Na2CO3 and extr... The reactants are Nc1ncnc2c1nc(NCc1ccc(Br)cc1)n2C1OC(CO)C(O)C1O, CCOC(C)=O, CCOCC, Cc1ccc(B(O)O)cc1, CCO, [Na+], [Na+], O=C([O-])[O-], O. Yields the product Cc1ccc(-c2ccc(CNc3nc4c(N)ncnc4n3C3OC(CO)C(O)C3O)cc2)cc1. Reaction SMILES: [Br:1][c:2]1[cH:3][cH:4][c:5]([CH2:6][NH:7][c:8]2[n:9]([CH:10]3[CH:11]([OH:12])[CH:13]([OH:14])[CH:15]([CH2:16][OH:17])[O:18]3)[c:19]3[n:20][cH:21][n:22][c:23]([NH2:26])[c:24]3[n:25]2)[cH:27][cH:28]1.[CH2:46]([O:47][C:48](=[O:49])[CH3:50])[CH3:51].[CH2:52]([O:53][CH2:54][CH3:55])[CH3:56].[CH3:29][c:30]1[cH:31][cH:32][c:33]([B:36]([OH:37])[OH:38])[cH:34][cH:35]1.[CH3:57][CH2:58][OH:59].[Na+:39].[Na+:40].[O-:41][C:42](=[O:43])[O-:44].[OH2:45]>>[c:2]1(-[c:33]2[cH:32][cH:31][c:30]([CH3:29])[cH:35][cH:34]2)[cH:3][cH:4][c:5]([CH2:6][NH:7][c:8]2[n:9]([CH:10]3[CH:11]([OH:12])[CH:13]([OH:14])[CH:15]([CH2:16][OH:17])[O:18]3)[c:19]3[n:20][cH:21][n:22][c:23]([NH2:26])[c:24]3[n:25]2)[cH:27][cH:28]1.